From a dataset of the Open Reaction Database (ORD), a public repository of structured organic reaction records. describe an organic reaction: reactants, conditions, products, and yield Reactants: ClC=1C=C2C=CC(=CC2=CC1)S(=O)(=O)N1CC(N(CC1)N=C1CCN(CC1)C1=CC=NC=C1)=O (4-(6-chloronaphthalene-2-sulfonyl)-1-[1-(4-pyridyl)-4-piperidinylideneamino]-2-piperazinone), C(C)[SiH](CC)CC (triethylsilane). Run in FC(C(=O)O)(F)F (trifluoroacetic acid). Run at temperature 50 celsius, time 4 hour. Product: ClC=1C=C2C=CC(=CC2=CC1)S(=O)(=O)N1CC(N(CC1)NC1CCN(CC1)C1=CC=NC=C1)=O (4-(6-Chloronaphthalene-2-sulfonyl)-1-[1-(4-pyridyl)-4-piperidinylamino]-2-piperazinone). Yield: 73.0%. RXN SMILES: [Cl:1][C:2]1[CH:3]=[C:4]2[C:9](=[CH:10][CH:11]=1)[CH:8]=[C:7]([S:12]([N:15]1[CH2:20][CH2:19][N:18]([N:21]=[C:22]3[CH2:27][CH2:26][N:25]([C:28]4[CH:33]=[CH:32][N:31]=[CH:30][CH:29]=4)[CH2:24][CH2:23]3)[C:17](=[O:34])[CH2:16]1)(=[O:14])=[O:13])[CH:6]=[CH:5]2.C([SiH](CC)CC)C>FC(F)(F)C(O)=O>[Cl:1][C:2]1[CH:3]=[C:4]2[C:9](=[CH:10][CH:11]=1)[CH:8]=[C:7]([S:12]([N:15]1[CH2:20][CH2:19][N:18]([NH:21][CH:22]3[CH2:27][CH2:26][N:25]([C:28]4[CH:33]=[CH:32][N:31]=[CH:30][CH:29]=4)[CH2:24][CH2:23]3)[C:17](=[O:34])[CH2:16]1)(=[O:13])=[O:14])[CH:6]=[CH:5]2. Procedure: A solution of 4-(6-chloronaphthalene-2-sulfonyl)-1-[1-(4-pyridyl)-4-piperidinylideneamino]-2-piperazinone (120 mg) in trifluoroacetic acid (1 ml) was combined with triethylsilane (60 mg) and stirred at 50° C. for 4 hours. The reaction mixture was concentrated and the residue was combined with an ice-cooled 1 N aqueous solution of sodium hydroxide, extracted with dichloromethane, dried and then concentrated. The residue obtained was purified by a column chromatography (dichloromethane: 10% aqueou... Starting materials: Cl, NC1C2CC3CC1CN(C3)C2, O=C(O)c1n[nH]c2ccccc12. The product is Cl, O=C(NC1C2CC3CC1CN(C3)C2)c1n[nH]c2ccccc12. As a reaction SMILES: [ClH:1].[N:2]12[CH2:3][CH:4]3[CH:5]([NH2:12])[CH:6]([CH2:7][CH:8]([CH2:9]1)[CH2:10]3)[CH2:11]2.[nH:13]1[n:14][c:15]([C:22](=[O:23])[OH:24])[c:16]2[cH:17][cH:18][cH:19][cH:20][c:21]12>>[ClH:1].[N:2]12[CH2:3][CH:4]3[CH:5]([NH:12][C:22]([c:15]4[n:14][nH:13][c:21]5[c:16]4[cH:17][cH:18][cH:19][cH:20]5)=[O:23])[CH:6]([CH2:7][CH:8]([CH2:9]1)[CH2:10]3)[CH2:11]2.